This data is from the Open Reaction Database (ORD), a public repository of structured organic reaction records. The task is: describe an organic reaction: reactants, conditions, products, and yield Reactants: ClC1=NC=CC(=C1)N1N=C(C=2C1=NC=NC2N)I (1-(2-chloro-4-pyridyl)-3-iodo-1H-pyrazolo[3,4-d]pyrimidin-4-amine), COC1=C(C=CC(=C1)B1OC(C(O1)(C)C)(C)C)NC(=O)C=1N(C2=CC=CC=C2C1)C (N2-[2-methoxy-4-(4,4,5,5-tetramethyl-1,3,2-dioxaborolan-2-yl)phenyl]-1-methyl-1H-2-indolecarboxamide), C([O-])([O-])=O.[Na+].[Na+] (sodium carbonate), tetrakis (triphenylphosphine )palladium (0). Solvent: C(OC)COC (dimethoxyethane), O (water). The product is NC1=C2C(=NC=N1)N(N=C2C2=CC(=C(C=C2)NC(=O)C=2N(C1=CC=CC=C1C2)C)OC)C2=CC(=NC=C2)Cl (N2-{4-[4-amino-1-(2-chloro-4-pyridyl)-1H-pyrazolo[3,4-d]pyrimidin-3-yl]-2-methoxyphenyl}-1-methyl-1H-2-indolecarboxamide). The yield is 50.0%. As a reaction SMILES: [Cl:1][C:2]1[CH:7]=[C:6]([N:8]2[C:12]3=[N:13][CH:14]=[N:15][C:16]([NH2:17])=[C:11]3[C:10](I)=[N:9]2)[CH:5]=[CH:4][N:3]=1.[CH3:19][O:20][C:21]1[CH:26]=[C:25](B2OC(C)(C)C(C)(C)O2)[CH:24]=[CH:23][C:22]=1[NH:36][C:37]([C:39]1[N:40]([CH3:48])[C:41]2[C:46]([CH:47]=1)=[CH:45][CH:44]=[CH:43][CH:42]=2)=[O:38].C(=O)([O-])[O-].[Na+].[Na+]>C(COC)OC.O>[NH2:17][C:16]1[N:15]=[CH:14][N:13]=[C:12]2[N:8]([C:6]3[CH:5]=[CH:4][N:3]=[C:2]([Cl:1])[CH:7]=3)[N:9]=[C:10]([C:25]3[CH:24]=[CH:23][C:22]([NH:36][C:37]([C:39]4[N:40]([CH3:48])[C:41]5[C:46]([CH:47]=4)=[CH:45][CH:44]=[CH:43][CH:42]=5)=[O:38])=[C:21]([O:20][CH3:19])[CH:26]=3)[C:11]=12 |f:2.3.4|. Reported procedure: A suspension of 1-(2-chloro-4-pyridyl)-3-iodo-1H-pyrazolo[3,4-d]pyrimidin-4-amine (0.95 g, 0.00256 mol) in dimethoxyethane (30 mL) and water (60 mL) was reacted with N2-[2-methoxy-4-(4,4,5,5-tetramethyl-1,3,2-dioxaborolan-2-yl)phenyl]-1-methyl-1H-2-indolecarboxamide (1.14 g, 0.00281 mol), sodium carbonate (0.68 g, 0.00640 mol) and tetrakis (triphenylphosphine )palladium (0) (0.30 g, 0.00026 mol) at 80° C. for 3 days. The solid was filtered and washed with water. The solid was triturated with eth... Reactants: COC1=NCCN(C(=O)OC(C)(C)C)CC1, CCO, [Cl-], [NH4+]. The product is CC(C)(C)OC(=O)N1CCNC(=N)CC1, Cl. Reaction SMILES: [C:1]([CH3:2])([CH3:3])([CH3:4])[O:5][C:6](=[O:7])[N:8]1[CH2:9][CH2:10][N:11]=[C:12]([O:15][CH3:16])[CH2:13][CH2:14]1.[CH3:19][CH2:20][OH:21].[Cl-:17].[NH4+:18]>>[C:1]([CH3:2])([CH3:3])([CH3:4])[O:5][C:6](=[O:7])[N:8]1[CH2:9][CH2:10][NH:11][C:12](=[NH:18])[CH2:13][CH2:14]1.[ClH:17].